Dataset: the Open Reaction Database (ORD), a public repository of structured organic reaction records. Task: describe an organic reaction: reactants, conditions, products, and yield Starting materials: FC(C(=O)N(CC1CCNCC1)[C@H]1[C@@H](C1)C1=CC=CC=C1)(F)F (2,2,2-trifluoro-N-((1R,2S)-2-phenylcyclopropyl)-N-(piperidin-4-ylmethyl)acetamide), ClC1=C(C(=O)OC)C=CC(=C1)C=O (methyl 2-chloro-4-formylbenzoate), C(C)(=O)O[BH-](OC(C)=O)OC(C)=O.[Na+] (sodium triacetoxyborohydride). The solvent is ClCCCl (1,2-dichloroethane). Conditions: time 18 hour. The product is ClC1=C(C(=O)OC)C=CC(=C1)CN1CCC(CC1)CN(C(C(F)(F)F)=O)[C@H]1[C@@H](C1)C1=CC=CC=C1 (Methyl 2-chloro-4-((4-((2,2,2-trifluoro-N-((1R,2S)-2-phenylcyclopropyl)acetamido)methyl)piperidin-1-yl)methyl)benzoate). Isolated yield 22.5%. RXN SMILES: [F:1][C:2]([F:23])([F:22])[C:3]([N:5]([C@@H:13]1[CH2:15][C@H:14]1[C:16]1[CH:21]=[CH:20][CH:19]=[CH:18][CH:17]=1)[CH2:6][CH:7]1[CH2:12][CH2:11][NH:10][CH2:9][CH2:8]1)=[O:4].[Cl:24][C:25]1[CH:34]=[C:33]([CH:35]=O)[CH:32]=[CH:31][C:26]=1[C:27]([O:29][CH3:30])=[O:28].C(O[BH-](OC(=O)C)OC(=O)C)(=O)C.[Na+]>ClCCCl>[Cl:24][C:25]1[CH:34]=[C:33]([CH2:35][N:10]2[CH2:9][CH2:8][CH:7]([CH2:6][N:5]([C@@H:13]3[CH2:15][C@H:14]3[C:16]3[CH:21]=[CH:20][CH:19]=[CH:18][CH:17]=3)[C:3](=[O:4])[C:2]([F:1])([F:22])[F:23])[CH2:12][CH2:11]2)[CH:32]=[CH:31][C:26]=1[C:27]([O:29][CH3:30])=[O:28] |f:2.3|. Procedure: To a solution of 2,2,2-trifluoro-N-((1R,2S)-2-phenylcyclopropyl)-N-(piperidin-4-ylmethyl)acetamide (100 mg, 0.306 mmol) in 1,2-dichloroethane (DCE) (2 mL) were added methyl 2-chloro-4-formylbenzoate (73.0 mg, 0.368 mmol) and sodium triacetoxyborohydride (104 mg, 0.490 mmol), and the reaction mixture was stirred at room temperature for 18 h. The mixture was quenched with water (4 mL) and extracted with DCM (3×). The extract was dried (Na2SO4) and concentrated. The residue was purified using colum... Starting materials: C(C)C(C(=O)O)N1C(CCC1)=O (alpha-ethyl-2-oxo-1-pyrrolidineacetic acid), C(C)C(C(=O)O)N1C(CCC1)=O (alpha-ethyl-2-oxo-1-pyrrolidineacetic acid), alkylhaloformate, N (ammonia), NC(C(=O)N)CC (amino-butanamide), ( S )-, ( R ). Product: C(C)C(C(=O)O)N1C(CCC1)=O (racemic alpha-ethyl-2-oxo-1-pyrrolidineacetic acid), ( S ), C(C)[C@H](C(=O)O)N1C(CCC1)=O ((R)-alpha-ethyl-2-oxo-1-pyrrolidineacetic acid). As a reaction SMILES: [CH2:1]([CH:3]([N:7]1[CH2:11][CH2:10][CH2:9][C:8]1=[O:12])[C:4]([OH:6])=[O:5])[CH3:2].N.NC(CC)C(N)=O>>[CH2:1]([CH:3]([N:7]1[CH2:11][CH2:10][CH2:9][C:8]1=[O:12])[C:4]([OH:6])=[O:5])[CH3:2].[CH2:1]([C@@H:3]([N:7]1[CH2:11][CH2:10][CH2:9][C:8]1=[O:12])[C:4]([OH:6])=[O:5])[CH3:2]. Reported procedure: The enantioselective synthesis of both the (S)— and (R) enantiomers of 1 were disclosed in the U.S. Pat. No. 4,696,942 and U.S. Pat. No. 4,696,943 by the following processes respectively: a) optical resolution of alpha-ethyl-2-oxo-1-pyrrolidineacetic acid, activation of the chiral alpha-ethyl-2-oxo-1-pyrrolidineacetic acid with an alkylhaloformate and subsequent reaction with ammonia; b) cyclizing the chiral S or R amino-butanamide. In the former process, although optical resolution of racemic a... Starting materials: BrC1=CC=C(C(=O)CCCCCCC(=O)O)C=C1 (7-(4-Bromobenzoyl)heptanoic acid), NO.Cl (NH2OH.HCl). Run in C(C)N(CC)CC (triethylamine). Yields the product ONC(CCCCCCC(C1=CC=C(C=C1)Br)=O)=O (N-hydroxy-7-(4-bromobenzoyl)heptanamide). The yield is 31.0%. Reaction SMILES: [Br:1][C:2]1[CH:18]=[CH:17][C:5]([C:6]([CH2:8][CH2:9][CH2:10][CH2:11][CH2:12][CH2:13][C:14](O)=[O:15])=[O:7])=[CH:4][CH:3]=1.[NH2:19][OH:20].Cl>C(N(CC)CC)C>[OH:20][NH:19][C:14](=[O:15])[CH2:13][CH2:12][CH2:11][CH2:10][CH2:9][CH2:8][C:6](=[O:7])[C:5]1[CH:17]=[CH:18][C:2]([Br:1])=[CH:3][CH:4]=1 |f:1.2|. Reported procedure: Following the procedure described in Example 14, step 3, but substituting carboxylic acid 50d for 37 and using 1.1 equivalent of NH2OH.HCl and triethylamine each, the title compound was obtained as light yellow solid in 31% yield: 1H NMR (300 MHz, CD3OD/CDCl3=5/1) δ 7.82 (d, J=7.5 Hz, 2H), 7.62 (d, J=7.5 Hz, 2H), 2.95 (t, J=7.2 Hz, 2H), 2.11 (m, 2H), 1.55-1.79 (m, 4H), 1.38 (m, 4H). Starting materials: O.[OH-].[Li+] (lithium hydroxide hydrate), C(=C)OCC (ethyl vinyl ether), [N+](=[N-])=CC(=O)OCC (ethyl diazoacetate). The reagents and catalysts are CC(=O)O.CC(=O)O.CC(=O)O.CC(=O)O.[Rh].[Rh] (Rhodium (II) acetate dimer). Solvent: O (water), C(Cl)Cl (DCM), C(Cl)Cl (DCM). Run at time 8 hour. Product: C(C)OC1C(C1)C(=O)[O-].[Li+] (Lithium 2-ethoxycyclopropanecarboxylate). RXN SMILES: C([O:3][CH2:4][CH3:5])=C.[N+](=[CH:8][C:9]([O:11][CH2:12][CH3:13])=O)=[N-].[OH2:14].[OH-].[Li+:16]>C(Cl)Cl.O.CC(O)=O.CC(O)=O.CC(O)=O.CC(O)=O.[Rh].[Rh]>[CH2:12]([O:11][CH:9]1[CH2:8][CH:5]1[C:4]([O-:14])=[O:3])[CH3:13].[Li+:16] |f:2.3.4,7.8.9.10.11.12,13.14|. Procedure: In a 250 mL RBF, ethyl vinyl ether (4.2 ml, 44 mmol) was dissolved in DCM (20 mL). Rhodium (II) acetate dimer (0.019 g, 0.044 mmol) was added as a green powder, and ethyl diazoacetate (0.91 ml, 8.8 mmol) was added as a solution in DCM (4 mL) to the reaction mixture. The mixture was stirred overnight and concentrated. The crude mixture was dissolved in MeOH (0.75 mL), and lithium hydroxide hydrate (0.014 g, 0.34 mmol) was added as a solution in water (0.75 mL). The reaction mixture was stirred ov... The reactants are [BH4-].[Na+] (Sodium tetrahydroborate), C(C)(=O)C1=C(C(=C(C#N)C(=C1)Cl)C1CNC(O1)=O)OCC (4-Acetyl-6-chloro-3-ethoxy-2-(2-oxo-1,3-oxazolidin-5-yl)benzonitrile), C(C)(=O)C1=C(C(=C(C#N)C(=C1)Cl)C1CNC(O1)=O)OCC (4-Acetyl-6-chloro-3-ethoxy-2-(2-oxo-1,3-oxazolidin-5-yl)benzonitrile), CO (methanol). Conditions: time 10 minute. Product: ClC1=CC(=C(C(=C1C#N)C1CNC(O1)=O)OCC)C(C)O (6-Chloro-3-ethoxy-4-(1-hydroxyethyl)-2-(2-oxo-1,3-oxazolidin-5-yl)benzonitrile). As a reaction SMILES: [BH4-].[Na+].[C:3]([C:6]1[CH:13]=[C:12]([Cl:14])[C:9]([C:10]#[N:11])=[C:8]([CH:15]2[O:19][C:18](=[O:20])[NH:17][CH2:16]2)[C:7]=1[O:21][CH2:22][CH3:23])(=[O:5])[CH3:4].CO>>[Cl:14][C:12]1[C:9]([C:10]#[N:11])=[C:8]([CH:15]2[O:19][C:18](=[O:20])[NH:17][CH2:16]2)[C:7]([O:21][CH2:22][CH3:23])=[C:6]([CH:3]([OH:5])[CH3:4])[CH:13]=1 |f:0.1|. Procedure: Sodium tetrahydroborate (19 mg, 0.50 mmol) was added to a mixture of 4-acetyl-6-chloro-3-ethoxy-2-(2-oxo-1,3-oxazolidin-5-yl)benzonitrile (100 mg, 0.34 mmol) (racemic mixture from step 3) in methanol (1.6 mL, 38 mmol) at 0° C. and the reaction mixture was stirred at room temperature for 10 minutes and evaporated. The residue was diluted with ethyl acetate, washed with 1 N HCl, brine, dried over sodium sulfate, filtered and concentrated to give the desired compound as a mixture of four diastereom... The reactants are OC=1C(=C2CCC(OC2=C(C1C)C)(C(=O)NCCCN1CCOCC1)C)C (6-hydroxy-2,5,7,8-tetramethyl-N-(3-morpholinopropyl)chroman-2-carboxamide), O=[N+]([O-])[O-].[O-][N+]([O-])=O.[O-][N+]([O-])=O.[O-][N+]([O-])=O.[O-][N+]([O-])=O.[O-][N+]([O-])=O.[Ce+4].[NH4+].[NH4+] (CAN), [Na+].[Cl-] (NaCl), C(=O)(O)[O-].[Na+] (NaHCO3). Reagents/catalysts: O (H2O). Solvent: C(=O)(C)C#N (AcCN), O (H2O), CCOC(=O)C (EtOAc). Product: OC(C(=O)NCCCN1CCOCC1)(CCC1=C(C(C(=C(C1=O)C)C)=O)C)C (2-hydroxy-2-methyl-N-(3-morpholinopropyl)-4-(2,4,5-trimethyl-3,6-dioxocyclohexa-1,4-dienyl)butanamide). Isolated yield 15.3%. As a reaction SMILES: [OH:1][C:2]1[C:3]([CH3:27])=[C:4]2[C:9](=[C:10]([CH3:13])[C:11]=1[CH3:12])[O:8][C:7]([CH3:26])([C:14]([NH:16][CH2:17][CH2:18][CH2:19][N:20]1[CH2:25][CH2:24][O:23][CH2:22][CH2:21]1)=[O:15])[CH2:6][CH2:5]2.[O:28]=[N+]([O-])[O-].[O-][N+](=O)[O-].[O-][N+](=O)[O-].[O-][N+](=O)[O-].[O-][N+](=O)[O-].[O-][N+](=O)[O-].[Ce+4].[NH4+].[NH4+].[Na+].[Cl-].C([O-])(O)=O.[Na+]>C(C#N)(C)=O.O.CCOC(C)=O>[OH:28][C:7]([CH3:26])([CH2:6][CH2:5][C:4]1[C:9](=[O:8])[C:10]([CH3:13])=[C:11]([CH3:12])[C:2](=[O:1])[C:3]=1[CH3:27])[C:14]([NH:16][CH2:17][CH2:18][CH2:19][N:20]1[CH2:25][CH2:24][O:23][CH2:22][CH2:21]1)=[O:15] |f:1.2.3.4.5.6.7.8.9,10.11,12.13|. Reported procedure: To a solution of 100 mg (0.266 mmol) of 6-hydroxy-2,5,7,8-tetramethyl-N-(3-morpholinopropyl)chroman-2-carboxamide in 5 mL AcCN and one drop of H2O at 0° C., was added a solution of 320.3 mg CAN (0.584 mmol) in 3 mL H2O dropwise. The solution was treated with 5 mL EtOAc and 5 mL saturated NaCl followed by ˜1 g of NaHCO3 and 1 h of vigorous stirring. The suspension was then extracted 3×5 mL 4:1 isopropyl alcohol:isopropyl acetate solution and the combined organics dried over Na2SO4, concentrated t... Starting materials: CC(C)(C)OC(=O)NC(Cc1ccccc1)C1CO1, CNCc1ccccc1. Yields the product CN(Cc1ccccc1)CC(O)C(Cc1ccccc1)NC(=O)OC(C)(C)C. As a reaction SMILES: [C:1]([CH3:2])([CH3:3])([CH3:4])[O:5][C:6]([NH:7][CH:8]([CH2:9][c:10]1[cH:11][cH:12][cH:13][cH:14][cH:15]1)[CH:16]1[O:17][CH2:18]1)=[O:19].[CH3:20][NH:21][CH2:22][c:23]1[cH:24][cH:25][cH:26][cH:27][cH:28]1>>[C:1]([CH3:2])([CH3:3])([CH3:4])[O:5][C:6]([NH:7][CH:8]([CH2:9][c:10]1[cH:11][cH:12][cH:13][cH:14][cH:15]1)[CH:16]([OH:17])[CH2:18][N:21]([CH3:20])[CH2:22][c:23]1[cH:24][cH:25][cH:26][cH:27][cH:28]1)=[O:19]. Starting materials: CC(C)(C)OC(=O)N1CCC(C#N)C1, CO, Cl, NO, [Na+], O=C([O-])O. Yields the product CC(C)(C)OC(=O)N1CCC(C(=N)NO)C1. RXN SMILES: [C:1]([CH3:2])([CH3:3])([CH3:4])[O:5][C:6](=[O:7])[N:8]1[CH2:9][CH:10]([C:13]#[N:14])[CH2:11][CH2:12]1.[CH3:23][OH:24].[ClH:15].[NH2:16][OH:17].[Na+:22].[O-:18][C:19]([OH:20])=[O:21]>>[C:1]([CH3:2])([CH3:3])([CH3:4])[O:5][C:6](=[O:7])[N:8]1[CH2:9][CH:10]([C:13](=[NH:14])[NH:16][OH:17])[CH2:11][CH2:12]1. The reactants are OC=1C=CC2=C(C(N=C(S2)C2=NC=CC=C2)=O)C1 (6-hydroxy-2-(2-pyridyl)-4H-1,3-benzothiazine-4-one), BrCCCO (3-bromo-1-propanol), C([O-])([O-])=O.[K+].[K+] (potassium carbonate), CN(C)C=O (DMF). Solvent: O (water). Conditions: time 15 hour. Product: OCCCOC=1C=CC2=C(C(N=C(S2)C2=NC=CC=C2)=O)C1 (6-(3-Hydroxypropoxy)-2-(2-pyridyl)-4H-1,3-benzothiazine-4-one). Yield: 57.3%. As a reaction SMILES: [OH:1][C:2]1[CH:3]=[CH:4][C:5]2[S:10][C:9]([C:11]3[CH:16]=[CH:15][CH:14]=[CH:13][N:12]=3)=[N:8][C:7](=[O:17])[C:6]=2[CH:18]=1.Br[CH2:20][CH2:21][CH2:22][OH:23].C(=O)([O-])[O-].[K+].[K+].CN(C=O)C>O>[OH:23][CH2:22][CH2:21][CH2:20][O:1][C:2]1[CH:3]=[CH:4][C:5]2[S:10][C:9]([C:11]3[CH:16]=[CH:15][CH:14]=[CH:13][N:12]=3)=[N:8][C:7](=[O:17])[C:6]=2[CH:18]=1 |f:2.3.4|. Procedure details: A mixture of 6-hydroxy-2-(2-pyridyl)-4H-1,3-benzothiazine-4-one (0.40 g, 1.5 mmol), 3-bromo-1-propanol (0.66 g, 4.7 mmol) and potassium carbonate (0.43 g, 3.1 mmol) and DMF (10 ml) was stirred at room temperature for 15 hrs. The reaction mixture was diluted with water and extracted with a mixture solvent of ethyl acetate and ethanol. The extract was washed with water and dried. The solvent was evaporated. The obtained crystals were recrystallized from ethanol-hexane to give the titled compound (...